From a dataset of the Open Reaction Database (ORD), a public repository of structured organic reaction records. describe an organic reaction: reactants, conditions, products, and yield Reactants: C1=C(C=CC2=CC=CC=C12)S (naphthalene-2-thiol), C(C)(=O)O[C@H]1[C@H](SC[C@H]([C@@H]1OC(C)=O)OC(C)=O)Br (2,3,4-tri-O-acetyl-5-thio-α-D-xylopyranosyl bromide), mercuric cyanide, [Hg](C#N)C#N (Hg(CN)2). Yields the product C(C)(=O)O[C@H]1[C@H](SC2=CC3=CC=CC=C3C=C2)SC[C@H]([C@@H]1OC(C)=O)OC(C)=O (2-naphthalenyl 2,3,4-tri-O-acetyl-1,5-dithio-β-D-xylopyranoside). Yield: 39.8%. Reaction SMILES: [CH:1]1[C:10]2[C:5](=[CH:6][CH:7]=[CH:8][CH:9]=2)[CH:4]=[CH:3][C:2]=1[SH:11].[Hg](C#N)C#N.[C:17]([O:20][C@@H:21]1[C@@H:26]([O:27][C:28](=[O:30])[CH3:29])[C@H:25]([O:31][C:32](=[O:34])[CH3:33])[CH2:24][S:23][C@@H:22]1Br)(=[O:19])[CH3:18]>>[C:17]([O:20][C@@H:21]1[C@@H:26]([O:27][C:28](=[O:30])[CH3:29])[C@H:25]([O:31][C:32](=[O:34])[CH3:33])[CH2:24][S:23][C@H:22]1[S:11][C:2]1[CH:3]=[CH:4][C:5]2[C:10](=[CH:9][CH:8]=[CH:7][CH:6]=2)[CH:1]=1)(=[O:19])[CH3:18]. Reported procedure: If the procedure described in Preparation I is followed starting from 6.8 g (42.4.10-3 mol) of naphthalene-2-thiol, 10.8 g (42.4.10-3 mol) of mercuric cyanide, Hg(CN)2, and 12 g (33.2.10-3 mol) of 2,3,4-tri-O-acetyl-5-thio-α-D-xylopyranosyl bromide, 5.84 g (yield: 40%) of the expected product are obtained. Product: CCOC(=O)c1cc(Br)cc2c(C3CC4CCC(C3)S4)c[nH]c12. Reaction SMILES: [Br:22][c:23]1[cH:24][c:25]2[cH:26][cH:27][nH:28][c:29]2[c:30]([C:32](=[O:33])[O:34][CH2:35][CH3:36])[cH:31]1.[CH2:37]([SiH:38]([CH2:39][CH3:40])[CH2:41][CH3:42])[CH3:43].[CH:1]12[CH2:2][C:3](=[O:9])[CH2:4][CH:5]([CH2:6][CH2:7]1)[S:8]2.[Cl:44][CH2:45][Cl:46].[S:10]([O:11][Si:12]([CH3:13])([CH3:14])[CH3:15])([C:16]([F:17])([F:18])[F:19])(=[O:20])=[O:21]>>[CH:1]12[CH2:2][CH:3]([c:26]3[c:25]4[cH:24][c:23]([Br:22])[cH:31][c:30]([C:32](=[O:33])[O:34][CH2:35][CH3:36])[c:29]4[nH:28][cH:27]3)[CH2:4][CH:5]([CH2:6][CH2:7]1)[S:8]2. Reactants: CCOC(=O)c1cc(Br)cc2cc[nH]c12, CC[SiH](CC)CC, O=C1CC2CCC(C1)S2, ClCCl, C[Si](C)(C)OS(=O)(=O)C(F)(F)F. The reactants are C(C)C=1C(=NC=C(C1)Br)C(=O)O (ethyl-5-bromo-2-carboxypyridine). The solvent is 1,4-bis (bromomagnesium) butane, C(C)OCC (diethyl ether). Yields the product BrC=1C=CC(=NC1)C1(CCCC1)O (1-(5-Bromo-pyridin-2-yl)-cyclopentanol). Reaction SMILES: C([C:3]1[C:4]([C:10]([OH:12])=O)=[N:5][CH:6]=[C:7]([Br:9])[CH:8]=1)C>C(OCC)C>[Br:9][C:7]1[CH:8]=[CH:3][C:4]([C:10]2([OH:12])[CH2:7][CH2:8][CH2:3][CH2:4]2)=[N:5][CH:6]=1. Reported procedure: The title compound was prepared using ethyl-5-bromo-2-carboxypyridine, 1,4-bis (bromomagnesium) butane and diethyl ether as solvent, but otherwise followed the general procedure for Preparation 36. 13C NMR (100 MHz, CDCl3) d 164.1, 148.9, 139.5, 120.9, 118.8, 83.2, 42.7, 24.9; MS (AP/Cl) 242.1, 244.1 (M+H)+. Starting materials: C(c1cscc1[Br])=O, CC1=CN=C(C=C1)N, [C-]#[N+]C1CCCCC1. The reagents and catalysts are O=C(O)C(F)(F)F (trifluoroacetic acid). The solvent is CC(C)O (isopropyl alcohol), CC(C)O (isopropylalcohol). Reaction conditions: temperature 22 celsius, time 20 hour. Product: Cc1ccc2nc(c3cscc3[Br])c(NC3CCCCC3)n2c1. Isolated yield 83.8%. Reaction SMILES: CC1=CC=C(N)N=C1.[C-]#[N+]C1CCCCC1.BrC1=CSC=C1C=O>>CC1=CN2C(C=C1)=NC(C1=CSC=C1Br)=C2NC1CCCCC1.